From a dataset of the Open Reaction Database (ORD), a public repository of structured organic reaction records. describe an organic reaction: reactants, conditions, products, and yield The reactants are CCOC(C)=O, Cl, CC(C)(C)OC(=O)NCCc1ccc(-n2cnnc2)cc1. The product is NCCc1ccc(-n2cnnc2)cc1. As a reaction SMILES: [CH3:23][CH2:24][O:25][C:26]([CH3:27])=[O:28].[ClH:22].[n:1]1[n:2][cH:3][n:4](-[c:6]2[cH:7][cH:8][c:9]([CH2:12][CH2:13][NH:14][C:15](=[O:16])[O:17][C:18]([CH3:19])([CH3:20])[CH3:21])[cH:10][cH:11]2)[cH:5]1>>[n:1]1[n:2][cH:3][n:4](-[c:6]2[cH:7][cH:8][c:9]([CH2:12][CH2:13][NH2:14])[cH:10][cH:11]2)[cH:5]1.